From a dataset of the Open Reaction Database (ORD), a public repository of structured organic reaction records. describe an organic reaction: reactants, conditions, products, and yield RXN SMILES: [CH:1]([NH:4][CH:5]([CH3:7])[CH3:6])([CH3:3])[CH3:2].[N+:8]([C:11]1[CH:16]=[CH:15][C:14]([S:17]Cl)=[C:13]([C:19]([Cl:22])([Cl:21])[Cl:20])[CH:12]=1)([O-:10])=[O:9]>CCOCC>[CH:1]([N:4]([CH:5]([CH3:7])[CH3:6])[S:17][C:14]1[CH:15]=[CH:16][C:11]([N+:8]([O-:10])=[O:9])=[CH:12][C:13]=1[C:19]([Cl:20])([Cl:21])[Cl:22])([CH3:3])[CH3:2]. Yield: 94.2%. Product: C(C)(C)N(SC1=C(C=C(C=C1)[N+](=O)[O-])C(Cl)(Cl)Cl)C(C)C (N,N-diisopropyl-4-nitro-2-trichloromethylphenylsulfenamide). Reported procedure: A solution of 40 g of diisopropylamine in 400 ml of ether is placed in a stirred apparatus; at 10° C., 61.4 g of 4-nitro-2-trichloromethylbenzenesulfenyl chloride in 200 ml of ether is dripped in. After the mixture has been reacted for 4 hours at 25° C., it is filtered and concentrated. There is obtained 70 g (95% of theory) of N,N-diisopropyl-4-nitro-2-trichloromethylphenylsulfenamide; m.p.: 104° C. The reactants are C(C)(C)NC(C)C (diisopropylamine), [N+](=O)([O-])C1=CC(=C(C=C1)SCl)C(Cl)(Cl)Cl (4-nitro-2-trichloromethylbenzenesulfenyl chloride). The solvent is CCOCC (ether), CCOCC (ether).